Dataset: the Open Reaction Database (ORD), a public repository of structured organic reaction records. Task: describe an organic reaction: reactants, conditions, products, and yield Reactants: CNN, CCO, Fc1ccc(N=C=S)cc1. Yields the product CN(N)C(=S)Nc1ccc(F)cc1. RXN SMILES: [CH3:11][NH:12][NH2:13].[CH3:14][CH2:15][OH:16].[F:1][c:2]1[cH:3][cH:4][c:5]([N:8]=[C:9]=[S:10])[cH:6][cH:7]1>>[F:1][c:2]1[cH:3][cH:4][c:5]([NH:8][C:9](=[S:10])[N:12]([CH3:11])[NH2:13])[cH:6][cH:7]1. The reactants are CCNC1(C(N)=O)CCNC1, Clc1ccc(-c2cc3nnc(Cl)n3nc2-c2ccccc2Cl)cc1, OCCO. Yields the product CCNC1(C(N)=O)CCN(c2nnc3cc(-c4ccc(Cl)cc4)c(-c4ccccc4Cl)nn23)C1. RXN SMILES: [CH2:25]([CH3:26])[NH:27][C:28]1([C:33](=[O:34])[NH2:35])[CH2:29][NH:30][CH2:31][CH2:32]1.[Cl:1][c:2]1[n:3][n:4][c:5]2[n:6]1[n:7][c:8](-[c:18]1[c:19]([Cl:24])[cH:20][cH:21][cH:22][cH:23]1)[c:9](-[c:11]1[cH:12][cH:13][c:14]([Cl:17])[cH:15][cH:16]1)[cH:10]2.[OH:36][CH2:37][CH2:38][OH:39]>>[c:2]1([N:30]2[CH2:29][C:28]([NH:27][CH2:25][CH3:26])([C:33](=[O:34])[NH2:35])[CH2:32][CH2:31]2)[n:3][n:4][c:5]2[n:6]1[n:7][c:8](-[c:18]1[c:19]([Cl:24])[cH:20][cH:21][cH:22][cH:23]1)[c:9](-[c:11]1[cH:12][cH:13][c:14]([Cl:17])[cH:15][cH:16]1)[cH:10]2. Starting materials: O=C([O-])[O-], CCOC(=O)N1CCNCC1, CN(C)C=O, ClCc1cc(Cl)ccc1Cl, [K+], [K+], O. Product: CCOC(=O)N1CCN(Cc2cc(Cl)ccc2Cl)CC1. As a reaction SMILES: [C:22](=[O:23])([O-:24])[O-:25].[CH2:11]([CH3:12])[O:13][C:14](=[O:15])[N:16]1[CH2:17][CH2:18][NH:19][CH2:20][CH2:21]1.[CH3:29][N:30]([CH3:31])[CH:32]=[O:33].[Cl:1][c:2]1[c:3]([CH2:4][Cl:5])[cH:6][c:7]([Cl:10])[cH:8][cH:9]1.[K+:26].[K+:27].[OH2:28]>>[Cl:1][c:2]1[c:3]([CH2:4][N:19]2[CH2:18][CH2:17][N:16]([C:14]([O:13][CH2:11][CH3:12])=[O:15])[CH2:21][CH2:20]2)[cH:6][c:7]([Cl:10])[cH:8][cH:9]1. Starting materials: FC1=C(C=C(C=C1)C(F)(F)F)N=C=O (1-fluoro-2-isocyanato-4-trifluoromethylbenzene), NC=1C=C(CCCNC=2C(=NNC2)C(=O)N)C=CC1 (4-[(3-aminobenzyl)ethylamino]-1H-pyrazole-3-carboxamide), [N+](=O)([O-])C=1C=C(CCCNC=2C(=NNC2)C(=O)N)C=CC1 (4-[(3-nitrobenzyl)ethylamino]-1H-pyrazole-3-carboxamide). Product: C(C)N(C=1C(=NNC1)C(=O)N)CC1=CC(=CC=C1)NC(=O)NC1=C(C=CC(=C1)C(F)(F)F)F (4-(Ethyl-{3-[3-(2-fluoro-5-trifluoromethylphenyl)ureido]benzyl}amino)-1H-pyrazole-3-carboxamide). Reaction SMILES: [F:1][C:2]1[CH:7]=[CH:6][C:5]([C:8]([F:11])([F:10])[F:9])=[CH:4][C:3]=1[N:12]=[C:13]=[O:14].[NH2:15][C:16]1[CH:17]=[C:18](C=C[CH:33]=1)[CH2:19][CH2:20][CH2:21][NH:22][C:23]1[C:24]([C:28]([NH2:30])=[O:29])=[N:25][NH:26][CH:27]=1.[N+]([C:37]1C=C(C=C[CH:54]=1)CCCNC1C(C(N)=O)=NNC=1)([O-])=O>>[CH2:37]([N:22]([CH2:21][C:20]1[CH:19]=[CH:18][CH:17]=[C:16]([NH:15][C:13]([NH:12][C:3]2[CH:4]=[C:5]([C:8]([F:11])([F:10])[F:9])[CH:6]=[CH:7][C:2]=2[F:1])=[O:14])[CH:33]=1)[C:23]1[C:24]([C:28]([NH2:30])=[O:29])=[N:25][NH:26][CH:27]=1)[CH3:54]. Procedure details: 4-(Ethyl-{3-[3-(2-fluoro-5-trifluoromethylphenyl)ureido]benzyl}amino)-1H-pyrazole-3-carboxamide is prepared by condensing 1-fluoro-2-isocyanato-4-trifluoromethylbenzene with 4-[(3-aminobenzyl)ethylamino]-1H-pyrazole-3-carboxamide according to the procedure described in Example 34, the latter derivative itself being prepared from 4-[(3-nitrobenzyl)ethylamino]-1H-pyrazole-3-carboxamide according to the procedure also described in Example 34. Starting materials: CN(C)C=O, O=C(Cl)c1cc(Oc2ccc(C(F)(F)F)cc2Cl)ccc1Cl, O=C1NC(=O)c2ccccc21, O. The product is O=C(c1cc(Oc2ccc(C(F)(F)F)cc2Cl)ccc1Cl)N1C(=O)c2ccccc2C1=O. RXN SMILES: [CH3:35][N:36]([CH3:37])[CH:38]=[O:39].[Cl:12][c:13]1[c:14]([C:15](=[O:16])[Cl:17])[cH:18][c:19]([O:22][c:23]2[c:24]([Cl:33])[cH:25][c:26]([C:29]([F:30])([F:31])[F:32])[cH:27][cH:28]2)[cH:20][cH:21]1.[O:1]=[C:2]1[NH:3][C:4](=[O:5])[c:6]2[cH:7][cH:8][cH:9][cH:10][c:11]21.[OH2:34]>>[O:1]=[C:2]1[N:3]([C:15]([c:14]2[c:13]([Cl:12])[cH:21][cH:20][c:19]([O:22][c:23]3[c:24]([Cl:33])[cH:25][c:26]([C:29]([F:30])([F:31])[F:32])[cH:27][cH:28]3)[cH:18]2)=[O:16])[C:4](=[O:5])[c:6]2[cH:7][cH:8][cH:9][cH:10][c:11]21. Starting materials: NC=1C=C(C=C(C1)C1=C(C=C(C=C1)F)F)N1C=NC2=C1C=CC(=C2)C=2C=NN(C2)CCC(C)(O)C (4-(4-(1-(5-amino-2′,4′-difluoro-[1,1′-biphenyl]-3-yl)-1H-benzo[d]imidazol-5-yl)-1H-pyrazol-1-yl)-2-methylbutan-2-ol), C(C)S(=O)(=O)Cl (ethanesulfonyl chloride). Yields the product FC1=C(C=CC(=C1)F)C1=CC(=CC(=C1)N1C=NC2=C1C=CC(=C2)C=2C=NN(C2)CCC(C)(C)O)NS(=O)(=O)CC (N-(2′,4′-difluoro-5-(5-(1-(3-hydroxy-3-methylbutyl)-1H-pyrazol-4-yl)-1H-benzo[d]imidazol-1-yl)-[1,1′-biphenyl]-3-yl)ethanesulfonamide). The yield is 33.6%. RXN SMILES: [NH2:1][C:2]1[CH:3]=[C:4]([N:16]2[C:20]3[CH:21]=[CH:22][C:23]([C:25]4[CH:26]=[N:27][N:28]([CH2:30][CH2:31][C:32]([CH3:35])([OH:34])[CH3:33])[CH:29]=4)=[CH:24][C:19]=3[N:18]=[CH:17]2)[CH:5]=[C:6]([C:8]2[CH:13]=[CH:12][C:11]([F:14])=[CH:10][C:9]=2[F:15])[CH:7]=1.[CH2:36]([S:38](Cl)(=[O:40])=[O:39])[CH3:37]>>[F:15][C:9]1[CH:10]=[C:11]([F:14])[CH:12]=[CH:13][C:8]=1[C:6]1[CH:5]=[C:4]([N:16]2[C:20]3[CH:21]=[CH:22][C:23]([C:25]4[CH:26]=[N:27][N:28]([CH2:30][CH2:31][C:32]([OH:34])([CH3:35])[CH3:33])[CH:29]=4)=[CH:24][C:19]=3[N:18]=[CH:17]2)[CH:3]=[C:2]([NH:1][S:38]([CH2:36][CH3:37])(=[O:40])=[O:39])[CH:7]=1. Procedure details: The compound was prepared from 4-(4-(1-(5-amino-2′,4′-difluoro-[1,1′-biphenyl]-3-yl)-1H-benzo[d]imidazol-5-yl)-1H-pyrazol-1-yl)-2-methylbutan-2-ol (88 mg, 0.185 mmol) using the procedure of Example 2(b) and ethanesulfonyl chloride (28.6 mg, 0.370 mmol, 1.2 eq.) to give the product in 33.6% yield (35 mg)1H NMR (300 MHz, DMSO-d6): δ 10.42 (s, 1H), 8.92 (s, 1H), 8.30 (s, 1H), 8.01-7.97 (d, 2H), 7.69 (m, 3H), 7.59 (d, 2H), 7.56 (m, 2H), 7.32 (m, 1H), 4.30 (m, 2H), 3.31-3.28 (m, 4H), 1.8 (m, 2H), 1.2...